From a dataset of the Open Reaction Database (ORD), a public repository of structured organic reaction records. describe an organic reaction: reactants, conditions, products, and yield Starting materials: C(C)OC1=C(C=CC=C1)C=1NC(C2=C(N1)C(=NN2C)COC)=O (5-(2-Ethoxyphenyl)-3-methoxymethyl-1-methyl-1,6-dihydro-7H-pyrazolo[4,3-d]pyrimidin-7-one), ClS(=O)(=O)O (chlorosulphonic acid), C([O-])([O-])=O.[Na+].[Na+] (sodium carbonate), CN1CCNCC1 (N-methylpiperazine), ice water. Run at time 2 hour. Product: crude product, COCC1=NN(C2=C1N=C(NC2=O)C2=C(C=CC(=C2)S(=O)(=O)N2CCN(CC2)C)OCC)C (3-Methoxymethyl-1-methyl-5-[5-(4-methylpiperazinylsulphonyl)-2-ethoxyphenyl]1,6-dihydro-7H-pyrazolo[4,3-d]pyrimidin-7-one). Isolated yield 7.0%. Reaction SMILES: [CH2:1]([O:3][C:4]1[CH:9]=[CH:8][CH:7]=[CH:6][C:5]=1[C:10]1[NH:11][C:12](=[O:23])[C:13]2[N:18]([CH3:19])[N:17]=[C:16]([CH2:20][O:21][CH3:22])[C:14]=2[N:15]=1)[CH3:2].C(=O)([O-])[O-].[Na+].[Na+].[CH3:30][N:31]1[CH2:36][CH2:35][NH:34][CH2:33][CH2:32]1.Cl[S:38](O)(=[O:40])=[O:39]>>[CH3:22][O:21][CH2:20][C:16]1[C:14]2[N:15]=[C:10]([C:5]3[CH:6]=[C:7]([S:38]([N:34]4[CH2:35][CH2:36][N:31]([CH3:30])[CH2:32][CH2:33]4)(=[O:40])=[O:39])[CH:8]=[CH:9][C:4]=3[O:3][CH2:1][CH3:2])[NH:11][C:12](=[O:23])[C:13]=2[N:18]([CH3:19])[N:17]=1 |f:1.2.3|. Procedure details: 5-(2-Ethoxyphenyl)-3-methoxymethyl-1-methyl-1,6-dihydro-7H-pyrazolo[4,3-d]pyrimidin-7-one (470 mg, 1.50 mmol) was dissolved in chlorosulphonic acid (3 ml) at 0° C. The solution was stirred at room temperature for 2 hours, then cautiously added to ice-water (50ml). The resulting solution was neutralised with saturated sodium carbonate solution, then extracted with a 20:1 mixture of dichloromethane and methanol (2×50 ml). The combined organic extracts were evaporated under vacuum and the residue w... Procedure: (S)-2-(Tert-butoxycarbonylamino)-3-methylbutanoic acid (1.1 g, 5.06 mmol), which is commercially available, and TBTU (1.63 g, 5.06 mmol) was mixed in DMF (10 mL). The mixture was cooled to 0° C. and TEA (2.105 mL, 15.19 mmol) was added. After 10 min was 3,3-difluoropyrrolidine hydrochloride (0.872 g, 6.08 mmol) added. The resultant mixture was stirred at rt over night. The mixture was concentrated and the residue dissolved in DCM (50 mL). The organic phase was washed with HCl (1M aq. solution, 1... Reaction SMILES: [C:1]([O:5][C:6]([NH:8][C@@H:9]([CH:13]([CH3:15])[CH3:14])[C:10]([OH:12])=O)=[O:7])([CH3:4])([CH3:3])[CH3:2].CN(C(ON1N=NC2C=CC=CC1=2)=[N+](C)C)C.[B-](F)(F)(F)F.Cl.[F:39][C:40]1([F:45])[CH2:44][CH2:43][NH:42][CH2:41]1>CN(C=O)C>[F:39][C:40]1([F:45])[CH2:44][CH2:43][N:42]([C:10](=[O:12])[C@@H:9]([NH:8][C:6](=[O:7])[O:5][C:1]([CH3:2])([CH3:3])[CH3:4])[CH:13]([CH3:15])[CH3:14])[CH2:41]1 |f:1.2,3.4|. Run in CN(C)C=O (DMF). Reaction conditions: temperature 0 celsius, time 10 minute. Isolated yield 99.3%. Starting materials: CN(C)C(=[N+](C)C)ON1C2=C(C=CC=C2)N=N1.[B-](F)(F)(F)F (TBTU), C(C)(C)(C)OC(=O)N[C@H](C(=O)O)C(C)C ((S)-2-(Tert-butoxycarbonylamino)-3-methylbutanoic acid), Cl.FC1(CNCC1)F (3,3-difluoropyrrolidine hydrochloride), resultant mixture, TEA. Product: FC1(CN(CC1)C([C@H](C(C)C)NC(OC(C)(C)C)=O)=O)F ((S)-Tert-butyl 1-(3,3-difluoropyrrolidin-1-yl)-3-methyl-1-oxobutan-2-ylcarbamate). Starting materials: NC=1C=C2C(=CNC2=CC1)C1CCN(CC1)C (5-amino-3-(1-methylpiperidin-4-yl)-1H-indole), N1=C(C=NC=C1)C(=O)O (pyrazine-2-carboxylic acid). Yields the product N1=C(C=NC=C1)C(=O)NC=1C=C2C(=CNC2=CC1)C1CCN(CC1)C (5-(pyrazine-2-carbonyl)amino-3-(1-methylpiperidin-4-yl)-1H-indole). Isolated yield 23.6%. Reaction SMILES: [NH2:1][C:2]1[CH:3]=[C:4]2[C:8](=[CH:9][CH:10]=1)[NH:7][CH:6]=[C:5]2[CH:11]1[CH2:16][CH2:15][N:14]([CH3:17])[CH2:13][CH2:12]1.[N:18]1[CH:23]=[CH:22][N:21]=[CH:20][C:19]=1[C:24](O)=[O:25]>>[N:18]1[CH:23]=[CH:22][N:21]=[CH:20][C:19]=1[C:24]([NH:1][C:2]1[CH:3]=[C:4]2[C:8](=[CH:9][CH:10]=1)[NH:7][CH:6]=[C:5]2[CH:11]1[CH2:16][CH2:15][N:14]([CH3:17])[CH2:13][CH2:12]1)=[O:25]. Reported procedure: Beginning with 20.0 mg (0.087 mMol) 5-amino-3-(1-methylpiperidin-4-yl)-1H-indole and 32 mg (0.131 mMol) pyrazine-2-carboxylic acid, 6.9 mg (24%) of the title compound were recovered. The product is ClC1=CC=C(C=C1)C1=CC(=NN1C1=CC=C(C=C1)OC)CCC(C)O (5-(4-Chlorophenyl)-3-(3-hydroxybutyl)-1-(4-methoxyphenyl) pyrazole). RXN SMILES: [CH3:1][Mg]Br.[Cl:4][C:5]1[CH:10]=[CH:9][C:8]([C:11]2[N:15]([C:16]3[CH:21]=[CH:20][C:19]([O:22][CH3:23])=[CH:18][CH:17]=3)[N:14]=[C:13]([CH2:24][CH2:25][CH:26]=[O:27])[CH:12]=2)=[CH:7][CH:6]=1>CCOCC>[Cl:4][C:5]1[CH:6]=[CH:7][C:8]([C:11]2[N:15]([C:16]3[CH:21]=[CH:20][C:19]([O:22][CH3:23])=[CH:18][CH:17]=3)[N:14]=[C:13]([CH2:24][CH2:25][CH:26]([OH:27])[CH3:1])[CH:12]=2)=[CH:9][CH:10]=1. Run in CCOCC (Et2O), CCOCC (Et2O). Run at time 1 hour. Procedure details: To a solution of methyl magnesium bromide (MeMgBr) (2.20 ml, 7.04 mM) in Et2O (15 ml) at 0° C. was added a solution of the aldehyde 11 (1.60 g, 4.69 mM)in Et2O (70 ml) dropwise over a 30 minute period. After stirring for 1 hour the reaction was quenched with a saturated, aqueous NH4Cl solution. The reaction mixture was partitioned between EtOAc and H2O. The EtOAc solution was dried (MgSO4), filtered, and concentrated in vacuo. Chromatography (65 g, Baker 40 gm silica gel) of the residue with Et2... Yield: 79.0%. Reactants: C[Mg]Br (methyl magnesium bromide), ClC1=CC=C(C=C1)C1=CC(=NN1C1=CC=C(C=C1)OC)CCC=O (3-[5-(4-Chlorophenyl)-1-(4-methoxyphenyl)-3-pyrazolyl] propanal). Reactants: CC(CO)(CO)C (2,2-dimethyl-1,3-propandiol), ClCCl (dichloromethane), C[Si](C)(C)Cl (trimethylsilyl chloride). Solvent: ice water, ice water, C(C)N(CC)CC (triethyl amine). Yields the product CC(CO[Si](C)(C)C)(CO[Si](C)(C)C)C (2,2-dimethyl-1,3-bis[(trimethylsilyl)oxy]propane). RXN SMILES: [CH3:1][C:2]([CH3:7])([CH2:5][OH:6])[CH2:3][OH:4].ClCCl.[CH3:11][Si:12](Cl)([CH3:14])[CH3:13]>C(N(CC)CC)C>[CH3:1][C:2]([CH3:7])([CH2:5][O:6][Si:12]([CH3:14])([CH3:13])[CH3:11])[CH2:3][O:4][Si:12]([CH3:14])([CH3:13])[CH3:11]. Procedure details: 0.6 g of 2,2-dimethyl-1,3-propandiol was admixed with 20 ml of dichloromethane. The mixture was cooled in ice-water bath, thereto was added 2.09 ml of triethyl amine, followed by the addition of 1.76 ml of trimethylsilyl chloride. The mixture was stirred in ice-water bath for further 2 hours. The reaction mixture was washed with water, and the organic layer separated was dried over anhydrous sodium sulfate. After filtration, the filtrate was evaporated to give 1.23 g of concentrate. The crude pr... The reactants are BrC1=C(C=CC=C1F)[N+](=O)[O-] (2-bromo-3-fluoronitrobenzene), [Sn](Cl)Cl (Tin (II) chloride), C(=O)(O)[O-].[Na+] (NaHCO3). Solvent: C(C)O (ethanol). Reaction conditions: time 16 hour. Yields the product ClC1=C(N)C=CC=C1F (2-chloro-3-fluoroaniline). Isolated yield 119.5%. Reaction SMILES: Br[C:2]1[C:7]([F:8])=[CH:6][CH:5]=[CH:4][C:3]=1[N+:9]([O-])=O.[Sn](Cl)[Cl:13].C([O-])(O)=O.[Na+]>C(O)C>[Cl:13][C:2]1[C:7]([F:8])=[CH:6][CH:5]=[CH:4][C:3]=1[NH2:9] |f:2.3|. Procedure: To the solution of 2-bromo-3-fluoronitrobenzene (100 mg, 0.46 mmol) in ethanol (5 ml), Tin (II) chloride (520 mg, 2.3 mmol) was added. The reaction mixture was stirred at room temperature for 16 hours. The NaHCO3 (aq) was added to pH=7. Then was extracted with ethyl acetate (3x). The combined organic layer was dried over MgSO4, filtered and concentrated under reduced pressure to give desired product (80 mg, 93%). EI-MS m/z 191 (M+).